Dataset: the Open Reaction Database (ORD), a public repository of structured organic reaction records. Task: describe an organic reaction: reactants, conditions, products, and yield Starting materials: CC1(CCC(CC1)C1=CC2=C(N=C(N=C2C#N)C)S1)C (6-(4,4-dimethylcyclohexyl)-2-methylthieno[2,3-d]pyrimidine-4-carbonitrile), CCO (EtOH), Cl.O1CCOCC1 (HCl dioxane). Reaction conditions: temperature 80 celsius, time 8 hour. Yields the product CC1(CCC(CC1)C1=CC2=C(N=C(N=C2C(=O)OCC)C)S1)C (ethyl 6-(4,4-dimethylcyclohexyl)-2-methylthieno[2,3-d]pyrimidine-4-carboxylate). Reaction SMILES: [CH3:1][C:2]1([CH3:20])[CH2:7][CH2:6][CH:5]([C:8]2[S:19][C:11]3[N:12]=[C:13]([CH3:18])[N:14]=[C:15]([C:16]#N)[C:10]=3[CH:9]=2)[CH2:4][CH2:3]1.Cl.[O:22]1CCO[CH2:24][CH2:23]1.CC[OH:30]>>[CH3:1][C:2]1([CH3:20])[CH2:3][CH2:4][CH:5]([C:8]2[S:19][C:11]3[N:12]=[C:13]([CH3:18])[N:14]=[C:15]([C:16]([O:22][CH2:23][CH3:24])=[O:30])[C:10]=3[CH:9]=2)[CH2:6][CH2:7]1 |f:1.2|. Procedure details: To a mixture of 6-(4,4-dimethylcyclohexyl)-2-methylthieno[2,3-d]pyrimidine-4-carbonitrile (27.4 g) and EtOH (200 mL) was added 4 M HCl/dioxane (200 mL), followed by stirring at 80° C. overnight. The reaction mixture was left to be cooled to room temperature and then concentrated under reduced pressure. To the residue were added EtOH (200 mL) and water (200 mL), followed by stirring. The precipitate was collected by filtration. To the obtained precipitate was added chloroform, followed by dissolv... Starting materials: ClC1=CC=NC2=C(C=CC=C12)[N+](=O)[O-] (4-chloro-8-nitroquinoline), FC1=C(C=C(C=C1)C(F)(F)F)O (2-fluoro-5-(trifluoromethyl)phenol), C(=O)([O-])[O-].[K+].[K+] (K2CO3). The solvent is CC#N (CH3CN). Yields the product FC1=C(OC2=CC=NC3=C(C=CC=C23)[N+](=O)[O-])C=C(C=C1)C(F)(F)F (4-(2-fluoro-5-(trifluoromethyl)phenoxy)-8-nitroquinoline). The yield is 85.2%. RXN SMILES: Cl[C:2]1[C:11]2[C:6](=[C:7]([N+:12]([O-:14])=[O:13])[CH:8]=[CH:9][CH:10]=2)[N:5]=[CH:4][CH:3]=1.[F:15][C:16]1[CH:21]=[CH:20][C:19]([C:22]([F:25])([F:24])[F:23])=[CH:18][C:17]=1[OH:26].C([O-])([O-])=O.[K+].[K+]>CC#N>[F:15][C:16]1[CH:21]=[CH:20][C:19]([C:22]([F:23])([F:24])[F:25])=[CH:18][C:17]=1[O:26][C:2]1[C:11]2[C:6](=[C:7]([N+:12]([O-:14])=[O:13])[CH:8]=[CH:9][CH:10]=2)[N:5]=[CH:4][CH:3]=1 |f:2.3.4|. Reported procedure: The title compound was prepared following the procedure described in Intermediate-11, step-3 using 4-chloro-8-nitroquinoline (Intermediate-11, step-2, 300 mg, 1.44 mmol), 2-fluoro-5-(trifluoromethyl)phenol (389 mg, 2.16 mmol), K2CO3 (596 mg, 4.32 mmol) in CH3CN (4 mL) to afford 432 mg of the title product. 1H NMR (300 MHz, DMSO d6): δ 8.82 (d, J=4.8 Hz, 1H), 8.60 (d, J=8.4 Hz, 1H), 8.36 (d, J=7.5 Hz, 1H), 8.11 (d, J=5.7 Hz, 1H), 7.86-7.75 (m, 3H), 6.93 (d, J=4.8 Hz, 1H); MS (m/z): 353.21 (M+H)+. Starting materials: aqueous solution, [OH-].[K+] (potassium hydroxide), [H-].[Al+3].[Li+].[H-].[H-].[H-] (lithium aluminum hydride), O1CCCC1 (tetrahydrofuran), C(#N)C=1C=C2C=CN(C2=CC1)CCCN1C(=NC=C1)C(C)C (5-cyano-1-[3-(2-isopropyl-imidazol-1-yl)propyl]indole). Solvent: O (water), O (water), C(C)(=O)OCC (ethyl acetate). Conditions: temperature 0 celsius. The product is NCC=1C=C2C=CN(C2=CC1)CCCN1C(=NC=C1)C(C)C (5-aminomethyl-1-[3-(2-isopropylimidazol-1-yl)propyl]indole). The yield is 87.1%. Reaction SMILES: [H-].[Al+3].[Li+].[H-].[H-].[H-].O1CCCC1.[C:12]([C:14]1[CH:15]=[C:16]2[C:20](=[CH:21][CH:22]=1)[N:19]([CH2:23][CH2:24][CH2:25][N:26]1[CH:30]=[CH:29][N:28]=[C:27]1[CH:31]([CH3:33])[CH3:32])[CH:18]=[CH:17]2)#[N:13].[OH-].[K+]>C(OCC)(=O)C.O>[NH2:13][CH2:12][C:14]1[CH:15]=[C:16]2[C:20](=[CH:21][CH:22]=1)[N:19]([CH2:23][CH2:24][CH2:25][N:26]1[CH:30]=[CH:29][N:28]=[C:27]1[CH:31]([CH3:33])[CH3:32])[CH:18]=[CH:17]2 |f:0.1.2.3.4.5,8.9|. Procedure details: To 2.3 g of lithium aluminum hydride was added 100 ml of tetrahydrofuran, under stirring condition, and 6 g of 5-cyano-1-[3-(2-isopropyl-imidazol-1-yl)propyl]indole was gradually added thereto. The mixture was refluxed for 4 hours, then after confirmation of that the reaction was finished, under cooling at 0° C., 2.3 ml of water, 2.3 ml of 10% aqueous solution of potassium hydroxide and 7 ml of water were gradually added thereto. The reaction mixture was diluted with ethyl acetate, then filtrate... Reaction SMILES: [CH2:15]1[CH2:16][CH2:17][NH:18][CH2:19]1.[S:1]1(=[O:13])(=[O:14])[CH2:2][CH2:3][CH2:4][C:5](=[O:12])[c:6]2[c:7]1[cH:8][cH:9][cH:10][cH:11]2.[c:20]1([CH3:21])[cH:22][cH:23][c:24]([S:25]([OH:26])(=[O:27])=[O:28])[cH:29][cH:30]1.[cH:31]1[cH:32][cH:33][cH:34][cH:35][cH:36]1>>[S:1]1(=[O:13])(=[O:14])[CH2:2][CH2:3][CH:4]=[C:5]([N:18]2[CH2:17][CH2:16][CH2:15][CH2:19]2)[c:6]2[c:7]1[cH:8][cH:9][cH:10][cH:11]2. The reactants are C1CCNC1, O=C1CCCS(=O)(=O)c2ccccc21, Cc1ccc(S(=O)(=O)O)cc1, c1ccccc1. Yields the product O=S1(=O)CCC=C(N2CCCC2)c2ccccc21. Reactants: CC1(CC2=C(C(N1)=O)SC(=N2)N2CCOC1=C2C=C(C=C1)B1OC(C(O1)(C)C)(C)C)C (6,6-Dimethyl-2-[6-(4,4,5,5-tetramethyl-[1,3,2]dioxaborolan-2-yl)-2,3-dihydro-4H-1,4-benzoxazin-4-yl]-6,7-dihydro[1,3]thiazolo[5,4-c]pyridin-4(5H)-one), P(=O)([O-])([O-])[O-].[K+].[K+].[K+] (potassium phosphate), BrC1=CN=C(N1C)C (5-bromo-1,2-dimethyl-1H-imidazole). The reagents and catalysts are [Br-].C(CCC)[N+](CCCC)(CCCC)CCCC (tetra-n-butylammonium bromide), C=1C=CC(=CC1)[P](C=2C=CC=CC2)(C=3C=CC=CC3)[Pd]([P](C=4C=CC=CC4)(C=5C=CC=CC5)C=6C=CC=CC6)([P](C=7C=CC=CC7)(C=8C=CC=CC8)C=9C=CC=CC9)[P](C=1C=CC=CC1)(C=1C=CC=CC1)C=1C=CC=CC1 (tetrakis(triphenylphosphine)palladium(0)). Run in C1CCOC1 (THF), O (water). Run at temperature 140 celsius. The product is CN1C(=NC=C1C=1C=CC2=C(N(CCO2)C=2SC=3C(NC(CC3N2)(C)C)=O)C1)C (2-[6-(1,2-Dimethyl-1H-imidazol-5-yl)-2,3-dihydro-4H-1,4-benzoxazin-4-yl]-6,6-dimethyl-6,7-dihydro[1,3]thiazolo[5,4-c]pyridin-4(5H)-one). The yield is 28.7%. As a reaction SMILES: [CH3:1][C:2]1([CH3:31])[NH:7][C:6](=[O:8])[C:5]2[S:9][C:10]([N:12]3[C:17]4[CH:18]=[C:19](B5OC(C)(C)C(C)(C)O5)[CH:20]=[CH:21][C:16]=4[O:15][CH2:14][CH2:13]3)=[N:11][C:4]=2[CH2:3]1.P([O-])([O-])([O-])=O.[K+].[K+].[K+].Br[C:41]1[N:45]([CH3:46])[C:44]([CH3:47])=[N:43][CH:42]=1>C1COCC1.O.[Br-].C([N+](CCCC)(CCCC)CCCC)CCC.C1C=CC([P]([Pd]([P](C2C=CC=CC=2)(C2C=CC=CC=2)C2C=CC=CC=2)([P](C2C=CC=CC=2)(C2C=CC=CC=2)C2C=CC=CC=2)[P](C2C=CC=CC=2)(C2C=CC=CC=2)C2C=CC=CC=2)(C2C=CC=CC=2)C2C=CC=CC=2)=CC=1>[CH3:46][N:45]1[C:41]([C:19]2[CH:20]=[CH:21][C:16]3[O:15][CH2:14][CH2:13][N:12]([C:10]4[S:9][C:5]5[C:6](=[O:8])[NH:7][C:2]([CH3:1])([CH3:31])[CH2:3][C:4]=5[N:11]=4)[C:17]=3[CH:18]=2)=[CH:42][N:43]=[C:44]1[CH3:47] |f:1.2.3.4,8.9,^1:75,77,96,115|. Reported procedure: To a solution of Example 292 (75 mg, 0.17 mmol) in THF (3 mL) and water (1 mL) was added tetra-n-butylammonium bromide (107 mg, 0.34 mmol), potassium phosphate (72 mg, 0.34 mmol), 5-bromo-1,2-dimethyl-1H-imidazole (60 mg, 0.34 mmol) and tetrakis(triphenylphosphine)palladium(0) (20 mg, 0.017 mmol). The reaction was heated at 140° C. under microwave irradiation for 25 minutes. The resulting mixture was partitioned between DCM (50 mL) and water (50 mL); the organic fraction was washed with brine (5...